Dataset: the Open Reaction Database (ORD), a public repository of structured organic reaction records. Task: describe an organic reaction: reactants, conditions, products, and yield Starting materials: BrC1=C(C=CC=C1)CC(=O)O (2-bromophenylacetic acid), BrC1=CC=C(N)C=C1 (4-bromoaniline). Yields the product BrC1=CC=C(C=C1)NC1=C(C=CC=C1)CC(=O)O (2-[(4-bromophenyl)amino]phenylacetic acid). As a reaction SMILES: Br[C:2]1[CH:7]=[CH:6][CH:5]=[CH:4][C:3]=1[CH2:8][C:9]([OH:11])=[O:10].[Br:12][C:13]1[CH:19]=[CH:18][C:16]([NH2:17])=[CH:15][CH:14]=1>>[Br:12][C:13]1[CH:19]=[CH:18][C:16]([NH:17][C:2]2[CH:7]=[CH:6][CH:5]=[CH:4][C:3]=2[CH2:8][C:9]([OH:11])=[O:10])=[CH:15][CH:14]=1. Procedure details: In the manner described in example 3, 2-bromophenylacetic acid is condensed with 4-bromoaniline to yield 2-[(4-bromophenyl)amino]phenylacetic acid. Starting materials: CC(=O)NC1CC2(c3ccccc3)C(OCc3cc(C(F)(F)F)cc(C(F)(F)F)c3)CCC1N2Cc1ccccc1, CO, CCOCC, Cl, [OH-], [OH-], [Pd+2]. The product is CC(=O)NC1CC2(c3ccccc3)NC1CCC2OCc1cc(C(F)(F)F)cc(C(F)(F)F)c1, Cl. Reaction SMILES: [C:1]([CH3:2])(=[O:3])[NH:4][CH:5]1[CH:6]2[CH2:7][CH2:8][CH:9]([O:26][CH2:27][c:28]3[cH:29][c:30]([C:38]([F:39])([F:40])[F:41])[cH:31][c:32]([C:34]([F:35])([F:36])[F:37])[cH:33]3)[C:10]([c:20]3[cH:21][cH:22][cH:23][cH:24][cH:25]3)([CH2:11]1)[N:12]2[CH2:13][c:14]1[cH:15][cH:16][cH:17][cH:18][cH:19]1.[CH3:43][OH:44].[CH3:45][CH2:46][O:47][CH2:48][CH3:49].[ClH:42].[OH-:50].[OH-:52].[Pd+2:51]>>[C:1]([CH3:2])(=[O:3])[NH:4][CH:5]1[CH:6]2[CH2:7][CH2:8][CH:9]([O:26][CH2:27][c:28]3[cH:29][c:30]([C:38]([F:39])([F:40])[F:41])[cH:31][c:32]([C:34]([F:35])([F:36])[F:37])[cH:33]3)[C:10]([c:20]3[cH:21][cH:22][cH:23][cH:24][cH:25]3)([CH2:11]1)[NH:12]2.[ClH:42]. Starting materials: COC1=CC=C(C=C1)N1CCN(CC1)N1C(=NC=C1)SC (1-(4-methoxyphenyl)-4-[2-(methylthio)-1H-imidazol-1-yl]piperazine). Reagents/catalysts: [Ni] (Raney-nickel). The solvent is CO (methanol). Yields the product N1(C=NC=C1)N1CCN(CC1)C1=CC=C(C=C1)OC (1-(1H-imidazol-1-yl)-4-(4-methoxyphenyl)piperazine). Isolated yield 77.0%. RXN SMILES: [CH3:1][O:2][C:3]1[CH:8]=[CH:7][C:6]([N:9]2[CH2:14][CH2:13][N:12]([N:15]3[CH:19]=[CH:18][N:17]=[C:16]3SC)[CH2:11][CH2:10]2)=[CH:5][CH:4]=1>[Ni].CO>[N:15]1([N:12]2[CH2:11][CH2:10][N:9]([C:6]3[CH:5]=[CH:4][C:3]([O:2][CH3:1])=[CH:8][CH:7]=3)[CH2:14][CH2:13]2)[CH:19]=[CH:18][N:17]=[CH:16]1. Reported procedure: A mixture of 5.5 parts of 1-(4-methoxyphenyl)-4-[2-(methylthio)-1H-imidazol-1-yl]piperazine, 8 parts of Raney-nickel catalyst and 80 parts of methanol is stirred and refluxed overnight. The Raney-nickel is filtered off and another 8 parts of Raney-nickel catalyst are added. The whole is further stirred and refluxed overnight. The reaction mixture is filtered and the filtrate is evaporated. The residue is crystallized from 1,1'-oxybisbutane. The product is filtered off and dried, yielding 3.6 par... The reactants are C(C)(=O)OCC=1C(=NC=C(N1)C(Cl)Cl)N1C(C=2C(C1=O)=CC=CC2)=O (3-acetoxymethyl-5-dichloromethyl-2-phthalimidopyrazine), C1(=CC=C(C=C1)S(=O)(=O)O)C (p-toluenesulfonic acid), C(C)(=O)OC (methyl acetate). Run in CO (methanol), CO (methanol). The product is ClC(C=1N=C(C(=NC1)N1C(C=2C(C1=O)=CC=CC2)=O)CO)Cl (5-dichloromethyl-3-hydroxymethyl-2-phthalimidopyrazine). Yield: 53.1%. RXN SMILES: C([O:4][CH2:5][C:6]1[C:7]([N:15]2[C:19](=[O:20])[C:18]3=[CH:21][CH:22]=[CH:23][CH:24]=[C:17]3[C:16]2=[O:25])=[N:8][CH:9]=[C:10]([CH:12]([Cl:14])[Cl:13])[N:11]=1)(=O)C.C1(C)C=CC(S(O)(=O)=O)=CC=1.C(OC)(=O)C>CO>[Cl:14][CH:12]([Cl:13])[C:10]1[N:11]=[C:6]([CH2:5][OH:4])[C:7]([N:15]2[C:19](=[O:20])[C:18]3=[CH:21][CH:22]=[CH:23][CH:24]=[C:17]3[C:16]2=[O:25])=[N:8][CH:9]=1. Procedure details: A mixture of 15 g (0.04 mole) of 3-acetoxymethyl-5-dichloromethyl-2-phthalimidopyrazine, 150 ml of methanol and 0.15 g of p-toluenesulfonic acid was heated to the boil, and a mixture of methanol and methyl acetate was slowly distilled off in the course of 5 hours. The mixture was then evaporated down to one-third of its total volume, and the precipitated crystals were isolated, and recrystallized from ethyl acetate. 7.18 g (54%) of 5-dichloromethyl-3-hydroxymethyl-2-phthalimidopyrazine of meltin... The reactants are NC1=NC(=CC(=[N+]1[O-])N)N1CCC=CC1 (2,4-diamino-6-[3,6-dihydro-1(2H)-pyridyl]pyrimidine-3-oxide), C(Cl)Cl (methylene chloride), C(CCC)OC(=O)Cl (chloroformic acid butyl ester). Solvent: C(C)N(CC)CC (triethylamine). Run at temperature 5 celsius. Yields the product N1(CCC=CC1)C1=CC(=[N+](C(=N1)NC(=O)OCCCC)[O-])NC(=O)OCCCC (dibutyl 6-[3,6-dihydro-1(2H)-pyridyl]-2,4-pyrimidine-dicarbamate-3-oxide). Reaction SMILES: [NH2:1][C:2]1[N+:7]([O-:8])=[C:6]([NH2:9])[CH:5]=[C:4]([N:10]2[CH2:15][CH:14]=[CH:13][CH2:12][CH2:11]2)[N:3]=1.C(Cl)Cl.[CH2:19]([O:23][C:24](Cl)=[O:25])[CH2:20][CH2:21][CH3:22]>C(N(CC)CC)C>[N:10]1([C:4]2[N:3]=[C:2]([NH:1][C:24]([O:23][CH2:19][CH2:20][CH2:21][CH3:22])=[O:25])[N+:7]([O-:8])=[C:6]([NH:9][C:24]([O:23][CH2:19][CH2:20][CH2:21][CH3:22])=[O:25])[CH:5]=2)[CH2:11][CH:12]=[CH:13][CH2:14][CH2:15]1. Reported procedure: 20 G. of 2,4-diamino-6-[3,6-dihydro-1(2H)-pyridyl]pyrimidine-3-oxide are mixed with 250 ml. of methylene chloride and 35 ml. of triethylamine, stirred and cooled to 5° C. The mixture is treated with 45 ml. of chloroformic acid butyl ester and stirred at room temperature for 6 hours. The mixture obtained is washed with water, extracted with methylene chloride and evaporated under reduced pressure. The residue is recrystallized from ethanol, there being obtained dibutyl 6-[3,6-dihydro-1(2H)-pyridy... Starting materials: COC(=O)c1cccc(-c2ccc(Cl)c(CNC(=O)OC(C)(C)C)c2)c1, C, CO, [H][H], [Pd]. Yields the product COC(=O)c1cccc(-c2cccc(CNC(=O)OC(C)(C)C)c2)c1. As a reaction SMILES: [C:1]([CH3:2])([CH3:3])([CH3:4])[O:5][C:6](=[O:7])[NH:8][CH2:9][c:10]1[cH:11][c:12](-[c:17]2[cH:18][c:19]([C:20](=[O:21])[O:22][CH3:23])[cH:24][cH:25][cH:26]2)[cH:13][cH:14][c:15]1[Cl:16].[C:31].[CH3:29][OH:30].[H:27][H:28].[Pd:32]>>[C:1]([CH3:2])([CH3:3])([CH3:4])[O:5][C:6](=[O:7])[NH:8][CH2:9][c:10]1[cH:11][c:12](-[c:17]2[cH:18][c:19]([C:20](=[O:21])[O:22][CH3:23])[cH:24][cH:25][cH:26]2)[cH:13][cH:14][cH:15]1. Reactants: CCOC(=O)N1CCc2c(sc(N)c2C#N)C1, COc1cc(OC)cc(C(=O)Cl)c1. Yields the product CCOC(=O)N1CCc2c(sc(NC(=O)c3cc(OC)cc(OC)c3)c2C#N)C1. RXN SMILES: [CH2:1]([CH3:2])[O:3][C:4](=[O:5])[N:6]1[CH2:7][c:8]2[c:9]([c:12]([C:16]#[N:17])[c:13]([NH2:15])[s:14]2)[CH2:10][CH2:11]1.[CH3:18][O:19][c:20]1[cH:21][c:22]([C:23](=[O:24])[Cl:25])[cH:26][c:27]([O:29][CH3:30])[cH:28]1>>[CH2:1]([CH3:2])[O:3][C:4](=[O:5])[N:6]1[CH2:7][c:8]2[c:9]([c:12]([C:16]#[N:17])[c:13]([NH:15][C:23]([c:22]3[cH:21][c:20]([O:19][CH3:18])[cH:28][c:27]([O:29][CH3:30])[cH:26]3)=[O:24])[s:14]2)[CH2:10][CH2:11]1.